Dataset: the Open Reaction Database (ORD), a public repository of structured organic reaction records. Task: describe an organic reaction: reactants, conditions, products, and yield Reactants: Cc1cc(C#N)cc(C)c1Oc1nc(Cl)ncc1Br, NC1CCN(Cc2ccccc2)CC1, CN1CCCC1=O, CCN(C(C)C)C(C)C, O. Product: Cc1cc(C#N)cc(C)c1Oc1nc(NC2CCN(Cc3ccccc3)CC2)ncc1Br. Reaction SMILES: [Br:24][c:25]1[c:26]([O:32][c:33]2[c:34]([CH3:42])[cH:35][c:36]([C:37]#[N:38])[cH:39][c:40]2[CH3:41])[n:27][c:28]([Cl:31])[n:29][cH:30]1.[CH2:1]([c:2]1[cH:3][cH:4][cH:5][cH:6][cH:7]1)[N:8]1[CH2:9][CH2:10][CH:11]([NH2:14])[CH2:12][CH2:13]1.[CH3:44][N:45]1[CH2:46][CH2:47][CH2:48][C:49]1=[O:50].[CH:15]([N:16]([CH2:17][CH3:18])[CH:19]([CH3:20])[CH3:21])([CH3:22])[CH3:23].[OH2:43]>>[CH2:1]([c:2]1[cH:3][cH:4][cH:5][cH:6][cH:7]1)[N:8]1[CH2:9][CH2:10][CH:11]([NH:14][c:28]2[n:27][c:26]([O:32][c:33]3[c:34]([CH3:42])[cH:35][c:36]([C:37]#[N:38])[cH:39][c:40]3[CH3:41])[c:25]([Br:24])[cH:30][n:29]2)[CH2:12][CH2:13]1. Reactants: CC(=O)O, CCOC(C)=O, COC(=O)c1ccnc(-c2cnc(C(=O)CCCCCCc3ccccc3)o2)c1. The product is O=C(O)c1ccnc(-c2cnc(C(=O)CCCCCCc3ccccc3)o2)c1. As a reaction SMILES: [C:30]([OH:31])(=[O:32])[CH3:33].[CH3:34][CH2:35][O:36][C:37]([CH3:38])=[O:39].[c:1]1([CH2:7][CH2:8][CH2:9][CH2:10][CH2:11][CH2:12][C:13](=[O:14])[c:15]2[o:16][c:17](-[c:20]3[cH:21][c:22]([C:23](=[O:24])[O:25][CH3:26])[cH:27][cH:28][n:29]3)[cH:18][n:19]2)[cH:2][cH:3][cH:4][cH:5][cH:6]1>>[c:1]1([CH2:7][CH2:8][CH2:9][CH2:10][CH2:11][CH2:12][C:13](=[O:14])[c:15]2[o:16][c:17](-[c:20]3[cH:21][c:22]([C:23](=[O:24])[OH:25])[cH:27][cH:28][n:29]3)[cH:18][n:19]2)[cH:2][cH:3][cH:4][cH:5][cH:6]1. Starting materials: FC1=C(C=CC=C1)C1=NN=C(N1C)SC (3-(2-fluorophenyl)-4-methyl-5-methylthio-4H-1,2,4-triazole), ClC=1C=C(C(=O)OO)C=CC1 (m-chloroperoxybenzoic acid). Solvent: C(Cl)Cl (CH2Cl2), C(Cl)Cl (CH2Cl2). Reaction conditions: time 8 hour. The product is FC1=C(C=CC=C1)C1=NN=C(N1C)S(=O)C (3-(2-Fluorophenyl)-4-methyl-5-methylsulfinyl-4H-1,2,4-triazole). Reaction SMILES: [F:1][C:2]1[CH:7]=[CH:6][CH:5]=[CH:4][C:3]=1[C:8]1[N:12]([CH3:13])[C:11]([S:14][CH3:15])=[N:10][N:9]=1.ClC1C=C(C=CC=1)C(OO)=[O:21]>C(Cl)Cl>[F:1][C:2]1[CH:7]=[CH:6][CH:5]=[CH:4][C:3]=1[C:8]1[N:12]([CH3:13])[C:11]([S:14]([CH3:15])=[O:21])=[N:10][N:9]=1. Procedure details: To a stirred, 0° C., solution of 3-(2-fluorophenyl)-4-methyl-5-methylthio-4H-1,2,4-triazole (5.0 g, 2.2×10-2 mole) and CH2Cl2 (125 ml) was added portionwise m-chloroperoxybenzoic acid (4.83 g, 2.24×10-2 mole, 80% active MCPBA). After stirring overnight at room temperature, the reaction was diluted with CH2Cl2 until homogeneous and was then washed in turn twice with saturated aqueous NaHCO3 and once with saturated aqueous NaCl. After drying over anhydrous Na2SO4, the CH2Cl2 was evaporated leaving... Starting materials: C(CC1=CC=CC=C1)C=1N=C(SC1)NC1=C(C=C(C=N1)SCCC(=O)OC)OC1=CC=CC=C1 (methyl 3-(6-(4-phenethylthiazol-2-ylamino)-5-phenoxypyridin-3-ylthio)propanoate), CC(C)(C)[O-].[K+] (potassium 2-methylpropan-2-olate), CS(=O)(=O)OC(C1CCN(CC1)C(=O)OC(C)(C)C)C1=NC=CC=C1 (tert-butyl 4-((methylsulfonyloxy)(pyridin-2-yl)methyl)piperidine-1-carboxylate). The product is C(CC1=CC=CC=C1)C=1N=C(SC1)NC1=C(C=C(C=N1)SC(C1CCN(CC1)C(=O)OC(C)(C)C)C1=NC=CC=C1)OC1=CC=CC=C1 (tert-butyl 4-((6-(4-phenethylthiazol-2-ylamino)-5-phenoxypyridin-3-ylthio)(pyridin-2-yl)methyl)piperidine-1-carboxylate). Reaction SMILES: [CH2:1]([C:9]1[N:10]=[C:11]([NH:14][C:15]2[N:20]=[CH:19][C:18]([S:21]CCC(OC)=O)=[CH:17][C:16]=2[O:28][C:29]2[CH:34]=[CH:33][CH:32]=[CH:31][CH:30]=2)[S:12][CH:13]=1)[CH2:2][C:3]1[CH:8]=[CH:7][CH:6]=[CH:5][CH:4]=1.CC([O-])(C)C.[K+].CS(O[CH:46]([C:60]1[CH:65]=[CH:64][CH:63]=[CH:62][N:61]=1)[CH:47]1[CH2:52][CH2:51][N:50]([C:53]([O:55][C:56]([CH3:59])([CH3:58])[CH3:57])=[O:54])[CH2:49][CH2:48]1)(=O)=O>>[CH2:1]([C:9]1[N:10]=[C:11]([NH:14][C:15]2[N:20]=[CH:19][C:18]([S:21][CH:46]([C:60]3[CH:65]=[CH:64][CH:63]=[CH:62][N:61]=3)[CH:47]3[CH2:48][CH2:49][N:50]([C:53]([O:55][C:56]([CH3:57])([CH3:58])[CH3:59])=[O:54])[CH2:51][CH2:52]3)=[CH:17][C:16]=2[O:28][C:29]2[CH:34]=[CH:33][CH:32]=[CH:31][CH:30]=2)[S:12][CH:13]=1)[CH2:2][C:3]1[CH:4]=[CH:5][CH:6]=[CH:7][CH:8]=1 |f:1.2|. Procedure: Prepared according to the method of Example 16 from methyl 3-(6-(4-phenethylthiazol-2-ylamino)-5-phenoxypyridin-3-ylthio)propanoate, potassium 2-methylpropan-2-olate, and tert-butyl 4-((methylsulfonyloxy)(pyridin-2-yl)methyl)piperidine-1-carboxylate. Reactants: CC(=O)O[BH-](OC(C)=O)OC(C)=O, CNC, CC(=O)O, O=Cc1cn(CC(=O)Nc2sc3c(c2C(=O)NCCO)CCCC3)nc1C(F)(F)F, [Na+], CN(C)C=O. Product: CN(C)Cc1cn(CC(=O)Nc2sc3c(c2C(=O)NCCO)CCCC3)nc1C(F)(F)F. RXN SMILES: [C:39]([O:40][BH-:41]([O:42][C:43](=[O:44])[CH3:45])[O:46][C:47](=[O:48])[CH3:49])(=[O:50])[CH3:51].[CH3:31][NH:32][CH3:33].[CH3:53][C:54](=[O:55])[OH:56].[CH:1](=[O:2])[c:3]1[c:4]([C:27]([F:28])([F:29])[F:30])[n:5][n:6]([CH2:8][C:9](=[O:10])[NH:11][c:12]2[c:13]([C:21](=[O:22])[NH:23][CH2:24][CH2:25][OH:26])[c:14]3[c:15]([s:16]2)[CH2:17][CH2:18][CH2:19][CH2:20]3)[cH:7]1.[Na+:52].[O:34]=[CH:35][N:36]([CH3:37])[CH3:38]>>[CH2:1]([c:3]1[c:4]([C:27]([F:28])([F:29])[F:30])[n:5][n:6]([CH2:8][C:9](=[O:10])[NH:11][c:12]2[c:13]([C:21](=[O:22])[NH:23][CH2:24][CH2:25][OH:26])[c:14]3[c:15]([s:16]2)[CH2:17][CH2:18][CH2:19][CH2:20]3)[cH:7]1)[N:32]([CH3:31])[CH3:33].